Dataset: the Open Reaction Database (ORD), a public repository of structured organic reaction records. Task: describe an organic reaction: reactants, conditions, products, and yield Reactants: Cl.N12CC(C(CC1)CC2)N2C(C1=C(N(C=3C=CC=CC13)C)C=C2)=O ((RS)-2-(1-azabicyclo[2.2.2]oct-3-yl)-1,2-dihydro-5-methyl-1-oxopyrido[4,3-b]indole hydrochloride). The reagents and catalysts are C(C)(=O)O (acetic acid), [OH-].[OH-].[Pd+2] (palladium hydroxide on carbon). Run at time 20 hour. The product is N12CC(C(CC1)CC2)N2C(C1=C(N(C=3C=CC=CC13)C)CC2)=O ((RS)-2-(1-azabicyclo[2.2.2]oct-3-yl)-1,2,3,4-tetrahydro-5-methyl-1-oxopyrido[4,3-b]indole). Isolated yield 164.9%. RXN SMILES: Cl.[N:2]12[CH2:9][CH2:8][CH:5]([CH2:6][CH2:7]1)[CH:4]([N:10]1[CH:23]=[CH:22][C:13]3[N:14]([CH3:21])[C:15]4[CH:16]=[CH:17][CH:18]=[CH:19][C:20]=4[C:12]=3[C:11]1=[O:24])[CH2:3]2>C(O)(=O)C.[OH-].[OH-].[Pd+2]>[N:2]12[CH2:7][CH2:6][CH:5]([CH2:8][CH2:9]1)[CH:4]([N:10]1[CH2:23][CH2:22][C:13]3[N:14]([CH3:21])[C:15]4[CH:16]=[CH:17][CH:18]=[CH:19][C:20]=4[C:12]=3[C:11]1=[O:24])[CH2:3]2 |f:0.1,3.4.5|. Procedure details: (RS)-2-(1-azabicyclo[2.2.2]oct-3-yl)-1,2-dihydro-5-methyl-1-oxopyrido[4,3-b]indole hydrochloride (0.3 g, 0.98 mmol), from Example 3, in acetic acid (5 ml, containing 3 drops of 70% perchloric acid) was reduced with 20% palladium hydroxide on carbon (0.1 g) at 80° C. and 350 kPa for 20 hours. The catalyst was removed by filtration and the filtrate was concentrated under reduced pressure. The residue was dissolved in water (10 ml), basified with ammonium hydroxide solution and extracted with ethyl...